Dataset: the Open Reaction Database (ORD), a public repository of structured organic reaction records. Task: describe an organic reaction: reactants, conditions, products, and yield Starting materials: [Cl-].[NH4+] (ammonium chloride), C(C)(C)(C)OC(=O)[C@@]1(CN(C(C1)=O)[C@H](C)C1=CC=CC=C1)CO ((3S)-3-Hydroxymethyl-5-oxo-1-[(1R)-1-phenylethyl]pyrrolidine-3-carboxylic acid tert-butyl ester), C(C)(=O)OCCBr (bromoethyl acetate), [H-].[Na+] (Sodium hydride). Solvent: O1CCCC1 (tetrahydrofuran). Conditions: time 18 hour. Product: C(C)(C)(C)OC(=O)[C@@]1(CN(C(C1)=O)[C@H](C)C1=CC=CC=C1)COCC(=O)OCC ((3S)-3-Ethoxycarbonylmethoxymethyl-5-oxo-1-[(1R)-1-phenylethyl]pyrrolidine-3-carboxylic acid tert-butyl ester). Isolated yield 68.5%. Reaction SMILES: [C:1]([O:5][C:6]([C@@:8]1([CH2:22][OH:23])[CH2:12][C:11](=[O:13])[N:10]([C@@H:14]([C:16]2[CH:21]=[CH:20][CH:19]=[CH:18][CH:17]=2)[CH3:15])[CH2:9]1)=[O:7])([CH3:4])([CH3:3])[CH3:2].[C:24]([O:27][CH2:28][CH2:29]Br)(=[O:26])[CH3:25].[H-].[Na+].[Cl-].[NH4+]>O1CCCC1>[C:1]([O:5][C:6]([C@@:8]1([CH2:22][O:23][CH2:25][C:24]([O:27][CH2:28][CH3:29])=[O:26])[CH2:12][C:11](=[O:13])[N:10]([C@@H:14]([C:16]2[CH:21]=[CH:20][CH:19]=[CH:18][CH:17]=2)[CH3:15])[CH2:9]1)=[O:7])([CH3:4])([CH3:2])[CH3:3] |f:2.3,4.5|. Procedure: (3S)-3-Hydroxymethyl-5-oxo-1-[(1R)-1-phenylethyl]pyrrolidine-3-carboxylic acid tert-butyl ester (2.0 g, 6.26 mmol) and bromoethyl acetate (2.09 g, 12.52 mmol) were dissolved in tetrahydrofuran (40 mL). Sodium hydride (0.33 g, 7.51 mmol) was added at 0° C., and the mixture was stirred at room temperature for 18 hours. A saturated ammonium chloride solution (100 mL) was added to the reaction solution at 0° C., followed by extraction with ethyl acetate (300 mL). The organic layer was washed with wa... The reactants are [Na] (sodium), FC(C=1C=C(CC(=O)C(C2=CC=CC=C2)CC#N)C=CC1)(F)F ([a-(3-trifluoromethyl-benzylcarbonyl)benzyl]acetonitrile), [Na] (sodium). Solvent: CO (methanol), CO (methanol). Run at time 16 hour. Yields the product FC(C=1C=C(C=CC1)C=1C(C(CC1N)C1=CC=CC=C1)=O)(F)F (2-(3-Trifluoromethylphenyl)-3-amino-5-phenyl-2-cyclopentenone). The yield is 20.3%. RXN SMILES: [Na].[F:2][C:3]([F:24])([F:23])[C:4]1[CH:5]=[C:6]([CH:20]=[CH:21][CH:22]=1)[CH2:7][C:8]([CH:10]([CH2:17][C:18]#[N:19])[C:11]1[CH:16]=[CH:15][CH:14]=[CH:13][CH:12]=1)=[O:9]>CO>[F:2][C:3]([F:23])([F:24])[C:4]1[CH:5]=[C:6]([C:7]2[C:8](=[O:9])[CH:10]([C:11]3[CH:16]=[CH:15][CH:14]=[CH:13][CH:12]=3)[CH2:17][C:18]=2[NH2:19])[CH:20]=[CH:21][CH:22]=1 |^1:0|. Procedure details: A dry 500-ml, three-neck, round-bottomed flask equipped with a mechanical stirrer, addition funnel and a reflux condenser bearing a nitrogen inlet tube was charged with 75 ml of methanol and 4.0 g of sodium. After all the sodium had reacted, a solution containing 38.4 g of [a-(3-trifluoromethyl-benzylcarbonyl)benzyl]acetonitrile in 75 ml of methanol was added rapidly dropwise while the reaction mixture was stirred at reflux. Reflux was continued for about 16 hours after which time the reaction m... The reactants are CN(C)CCCN1C2=CC=CC=C2SC3=C1C=C(C=C3)Cl.Cl (chloropromazine hydrochloride), (NH4+)-polymethacrylate. Solvent: O (water). Yields the product CN(C)CCCN1C2=CC=CC=C2SC3=C1C=C(C=C3)Cl (chloropromazine). As a reaction SMILES: [CH3:1][N:2]([CH2:4][CH2:5][CH2:6][N:7]1[C:16]2[CH:17]=[C:18]([Cl:21])[CH:19]=[CH:20][C:15]=2[S:14][C:13]2[C:8]1=[CH:9][CH:10]=[CH:11][CH:12]=2)[CH3:3].Cl>O>[CH3:1][N:2]([CH2:4][CH2:5][CH2:6][N:7]1[C:16]2[CH:17]=[C:18]([Cl:21])[CH:19]=[CH:20][C:15]=2[S:14][C:13]2[C:8]1=[CH:9][CH:10]=[CH:11][CH:12]=2)[CH3:3] |f:0.1|. Procedure details: 100 g of chloropromazine hydrochloride [10-(3'-methylamino-propyl)-2-chloro-phenothiazine hydrochloride] (USP XX) is dissolved in 1 liter of deionized water and added at constant stirring to a solution of (NH4+)-polymethacrylate of the following composition: The reactants are N1N=CC=C1 (pyrazole), ClC=1N=C(C2=C(N1)SC1=C2CCCC1)NCC1=CC(=CC=C1)[N+](=O)[O-] (2-chloro-5,6,7,8-tetrahydro-4-(3-nitrobenzylamino)-[1]-benzothieno-[2,3-d]-pyrimidine). The product is N1(N=CC=C1)C=1N=C(C2=C(N1)SC1=C2CCCC1)NCC1=CC(=CC=C1)[N+](=O)[O-] (2-(pyrazol-1-yl)-5,6,7,8-tetrahydro-4-(3-nitrobenzylamino)-[1]-benzothieno-[2,3-d]-pyrimidine). As a reaction SMILES: [NH:1]1[CH:5]=[CH:4][CH:3]=[N:2]1.Cl[C:7]1[N:8]=[C:9]([NH:20][CH2:21][C:22]2[CH:27]=[CH:26][CH:25]=[C:24]([N+:28]([O-:30])=[O:29])[CH:23]=2)[C:10]2[C:15]3[CH2:16][CH2:17][CH2:18][CH2:19][C:14]=3[S:13][C:11]=2[N:12]=1>>[N:1]1([C:7]2[N:8]=[C:9]([NH:20][CH2:21][C:22]3[CH:27]=[CH:26][CH:25]=[C:24]([N+:28]([O-:30])=[O:29])[CH:23]=3)[C:10]3[C:15]4[CH2:16][CH2:17][CH2:18][CH2:19][C:14]=4[S:13][C:11]=3[N:12]=2)[CH:5]=[CH:4][CH:3]=[N:2]1. Procedure details: Following the procedure of Example 97, the reaction of pyrazole with 2-chloro-5,6,7,8-tetrahydro-4-(3-nitrobenzylamino)-[1]-benzothieno-[2,3-d]-pyrimidine gives 2-(pyrazol-1-yl)-5,6,7,8-tetrahydro-4-(3-nitrobenzylamino)-[1]-benzothieno-[2,3-d]-pyrimidine. Yield: 66.1%. Product: C(C)C=1C=C(C(=NC1)N1CCN(CC1)C(=O)C=1C=CC(=NC1)N1C(OCC1)=O)C (3-{5-[4-(5-ethyl-3-methylpyridin-2-yl)piperazine-1-carbonyl]pyridin-2-yl}oxazolidin-2-one). The reactants are BrC1=CC=C(C=N1)C(=O)N1CCN(CC1)C1=NC=C(C=C1C)CC ((6-bromopyridin-3-yl)[4-(5-ethyl-3-methylpyridin-2-yl)piperazin-1-yl]methanone), O1C(NCC1)=O (oxazolidin-2-one). RXN SMILES: Br[C:2]1[N:7]=[CH:6][C:5]([C:8]([N:10]2[CH2:15][CH2:14][N:13]([C:16]3[C:21]([CH3:22])=[CH:20][C:19]([CH2:23][CH3:24])=[CH:18][N:17]=3)[CH2:12][CH2:11]2)=[O:9])=[CH:4][CH:3]=1.[O:25]1[CH2:29][CH2:28][NH:27][C:26]1=[O:30]>>[CH2:23]([C:19]1[CH:20]=[C:21]([CH3:22])[C:16]([N:13]2[CH2:14][CH2:15][N:10]([C:8]([C:5]3[CH:4]=[CH:3][C:2]([N:27]4[CH2:28][CH2:29][O:25][C:26]4=[O:30])=[N:7][CH:6]=3)=[O:9])[CH2:11][CH2:12]2)=[N:17][CH:18]=1)[CH3:24]. Reported procedure: By reaction and treatment in the same manner as in Example 1 and using (6-bromopyridin-3-yl)[4-(5-ethyl-3-methylpyridin-2-yl)piperazin-1-yl]methanone (584 mg) described in Preparation Example 115 and oxazolidin-2-one (197 mg), the title compound (392 mg) was obtained.